The task is: describe an organic reaction: reactants, conditions, products, and yield. This data is from the Open Reaction Database (ORD), a public repository of structured organic reaction records. The reactants are ice, O (water), CC(C(C)C=1C=C(C=C(O)C1)O)CCCCC (5-(3-methyl-2-octyl)-resorcinol), C(C1=CC=CC=C1)(NC(C)=O)NC(C)=O (N,N'-benzylidenebisacetamide), P(=O)(Cl)(Cl)Cl (phosphorus oxychloride). Solvent: C(Cl)Cl (methylene chloride), C(Cl)Cl (methylene chloride). Run at time 3.25 hour. The product is C(C)(=O)NC(C1=CC=CC=C1)C1=C(O)C=C(C=C1O)C(C)C(CCCCC)C (α-Acetylaminobenzyl-5-(3-methyl-2-octyl)-resorcinol). The yield is 26.1%. As a reaction SMILES: [CH3:1][CH:2]([CH2:13][CH2:14][CH2:15][CH2:16][CH3:17])[CH:3]([C:5]1[CH:6]=[C:7]([OH:12])[CH:8]=[C:9]([CH:11]=1)[OH:10])[CH3:4].[CH:18](NC(=O)C)([NH:25][C:26](=[O:28])[CH3:27])[C:19]1[CH:24]=[CH:23][CH:22]=[CH:21][CH:20]=1.P(Cl)(Cl)(Cl)=O.O>C(Cl)Cl>[C:26]([NH:25][CH:18]([C:8]1[C:7]([OH:12])=[CH:6][C:5]([CH:3]([CH:2]([CH3:1])[CH2:13][CH2:14][CH2:15][CH2:16][CH3:17])[CH3:4])=[CH:11][C:9]=1[OH:10])[C:19]1[CH:24]=[CH:23][CH:22]=[CH:21][CH:20]=1)(=[O:28])[CH3:27]. Procedure: A stirred solution-suspension of 11.8 g (0.05 mol) of 5-(3-methyl-2-octyl)-resorcinol (4) (65% dl-erythro and 35% dl-threo) and 10.7 g (0.052 mol) of N,N'-benzylidenebisacetamide (2) in 60 ml of methylene chloride cooled to 2° in an ice bath was treated dropwise with 4.9 ml (0.05 mol) of phosphorus oxychloride over a period of 5 to 10 minutes. The stirring was continued in the melting ice bath. A clear solution formed after 2 to 2.5 hours and precipitation of produce occurred after 3 to 3.5 hour... Starting materials: N1=NC=C(C=C1)C(=O)O (pyridazine-4-carboxylic acid), OS(=O)(=O)O (H2SO4), C(C)O (ethanol). The product is C(C)OC(=O)C1=CN=NC=C1 (Pyridazine-4-carboxylic acid ethyl ester). The yield is 79.0%. Reaction SMILES: [N:1]1[CH:6]=[CH:5][C:4]([C:7]([OH:9])=[O:8])=[CH:3][N:2]=1.OS(O)(=O)=O.[CH2:15](O)[CH3:16]>>[CH2:15]([O:8][C:7]([C:4]1[CH:5]=[CH:6][N:1]=[N:2][CH:3]=1)=[O:9])[CH3:16]. Procedure details: To pyridazine-4-carboxylic acid (1.0 g, 8.1 mmol) in ethanol (10 mL) was added concentrated H2SO4 (4.2 mL) and then heated at reflux for 5 hours. The reaction mixture was cooled, concentrated in vacuo and basified with saturated Na2CO3. After filtration, the aqueous was extracted with ethyl acetate, dried over anhydrous Na2SO4, filtered and concentrated to give the title product as a dark yellow oil (970 mg, 79%). Starting materials: FC1=CC=C(C=C1)N1C(CC[C@@H]1CO)=O ((R)-1-(4-fluorophenyl)-5-(hydroxymethyl)pyrrolidin-2-one), C1(=CC=CC=C1)P(C1=CC=CC=C1)C1=CC=CC=C1 (triphenylphosphine), N(C(=O)OC(C)(C)C)C(=O)OC(C)(C)C (di-tert-butyl iminodicarboxylate), N(=NC(=O)OCC)C(=O)OCC (diethyl azodicarboxylate), resultant mixture. Solvent: C(C)#N (acetonitrile), ClCCl (dichloromethane). Run at time 1 day. Yields the product crude product, NC[C@H]1CCC(N1C1=CC=C(C=C1)F)=O ((R)-5-(Aminomethyl)-1-(4-fluorophenyl)pyrrolidin-2-one). Isolated yield 24.1%. As a reaction SMILES: [F:1][C:2]1[CH:7]=[CH:6][C:5]([N:8]2[C@@H:12]([CH2:13]O)[CH2:11][CH2:10][C:9]2=[O:15])=[CH:4][CH:3]=1.C1(P(C2C=CC=CC=2)C2C=CC=CC=2)C=CC=CC=1.[NH:35](C(OC(C)(C)C)=O)C(OC(C)(C)C)=O.N(C(OCC)=O)=NC(OCC)=O>C(#N)C.ClCCl>[NH2:35][CH2:13][C@@H:12]1[N:8]([C:5]2[CH:6]=[CH:7][C:2]([F:1])=[CH:3][CH:4]=2)[C:9](=[O:15])[CH2:10][CH2:11]1. Reported procedure: To a dichloromethane (10 mL)-acetonitrile (2.0 mL) solution of (R)-1-(4-fluorophenyl)-5-(hydroxymethyl)pyrrolidin-2-one (500 mg, 2.39 mmol) synthesized in Reference Synthesis Example 215, triphenylphosphine (753 mg, 2.87 mmol), di-tert-butyl iminodicarboxylate (626 mg, 2.87 mmol), and diethyl azodicarboxylate (40% toluene solution) (1.25 g, 2.87 mmol) were added at room temperature and the resultant mixture was stirred for 1 hour and 30 minutes. After completion of the reaction, the reaction sol... The reactants are Cl, COC(=O)c1ccc(N)cc1O, NO, [Na+], [Na+], [Na+], [OH-], O, O=S(=O)(O)O, O=S([O-])[O-]. Yields the product Nc1ccc(C(=O)NO)c(O)c1. As a reaction SMILES: [ClH:3].[NH2:12][c:13]1[cH:14][c:15]([OH:23])[c:16]([C:17](=[O:18])[O:19][CH3:20])[cH:21][cH:22]1.[NH2:4][OH:5].[Na+:10].[Na+:11].[Na+:2].[OH-:1].[OH2:29].[S:24](=[O:25])(=[O:26])([OH:27])[OH:28].[S:6]([O-:7])([O-:8])=[O:9]>>[OH:1][NH:4][C:17]([c:16]1[c:15]([OH:23])[cH:14][c:13]([NH2:12])[cH:22][cH:21]1)=[O:18]. Starting materials: C(=O)(OC)CCCCCCC=1C(CC(C1C#N)O)=O (2-(6'-carbomethoxyhexyl)-3-cyano-4-hydroxy-2-cyclopenten-1-one), Cl (hydrochloric acid). The reagents and catalysts are [Zn] (zinc). Run in C(C)(=O)O (acetic acid). Conditions: time 3 hour. The product is C(=O)(OC)CCCCCCC1C(CC(C1C#N)O)=O (2-(6'-carbomethoxyhexyl)-3-cyano-4-hydroxy-cyclopentanone). Yield: 63.8%. RXN SMILES: [C:1]([CH2:5][CH2:6][CH2:7][CH2:8][CH2:9][CH2:10][C:11]1[C:12](=[O:19])[CH2:13][CH:14]([OH:18])[C:15]=1[C:16]#[N:17])([O:3][CH3:4])=[O:2].Cl>[Zn].C(O)(=O)C>[C:1]([CH2:5][CH2:6][CH2:7][CH2:8][CH2:9][CH2:10][CH:11]1[CH:15]([C:16]#[N:17])[CH:14]([OH:18])[CH2:13][C:12]1=[O:19])([O:3][CH3:4])=[O:2]. Procedure details: Into a mixture of 7 g of 2-(6'-carbomethoxyhexyl)-3-cyano-4-hydroxy-2-cyclopenten-1-one, 52.5 ml of acetic acid and 55 ml of 0.5 N hydrochloric acid was added 15 g of zinc powder. After the addition the reaction mixture was stirred for 3 hours under cooling. Thereafter, the zinc powder was removed by filtration, and the filtrate was diluted with water and extracted with ether. The ether extract was washed with a diluted aqueous sodium bicarbonate solution and with water and then dried. The solve... Reactants: ClC=1C=C(C=CC1Cl)CC(=O)N1CCNC2CCCC(C12)N1CCCC1 (2-(3,4-Dichlorophenyl)-1-[(4aRS,8SR,8aRS)-8-(pyrrolidin-1-yl)-perhydroquinoxalin-1-yl]-ethan-1-one), COC=1C=CC(=CC1)C=O (Anisaldehyde), [BH3-]C#N.[Na+] (NaBH3CN), C(=O)([O-])[O-].[Na+].[Na+] (Na2CO3). Solvent: CO (MeOH), C(C)(=O)O (acetic acid), CO (MeOH). Conditions: time 8 hour. The product is ClC=1C=C(C=CC1Cl)CC(=O)N1CCN(C2CCCC(C12)N1CCCC1)CC1=CC=C(C=C1)OC (2-(3,4-dichlorophenyl)-1-[(4aRS,8SR,8aRS)-4-(4-methoxybenzyl)-8-(pyrrolidin-1-yl)-perhydroquinoxalin-1-yl]ethan-1-one). Reaction SMILES: [CH3:1][O:2][C:3]1[CH:4]=[CH:5][C:6]([CH:9]=O)=[CH:7][CH:8]=1.[BH3-]C#N.[Na+].[Cl:15][C:16]1[CH:17]=[C:18]([CH2:23][C:24]([N:26]2[CH:35]3[CH:30]([CH2:31][CH2:32][CH2:33][CH:34]3[N:36]3[CH2:40][CH2:39][CH2:38][CH2:37]3)[NH:29][CH2:28][CH2:27]2)=[O:25])[CH:19]=[CH:20][C:21]=1[Cl:22].C([O-])([O-])=O.[Na+].[Na+]>CO.C(O)(=O)C>[Cl:15][C:16]1[CH:17]=[C:18]([CH2:23][C:24]([N:26]2[CH:35]3[CH:30]([CH2:31][CH2:32][CH2:33][CH:34]3[N:36]3[CH2:40][CH2:39][CH2:38][CH2:37]3)[N:29]([CH2:9][C:6]3[CH:7]=[CH:8][C:3]([O:2][CH3:1])=[CH:4][CH:5]=3)[CH2:28][CH2:27]2)=[O:25])[CH:19]=[CH:20][C:21]=1[Cl:22] |f:1.2,4.5.6|. Procedure: Anisaldehyde (361 mg, 2.6 mmol) was dissolved in 5 ml of MeOH and NaBH3CN (170 mg, 2.6 mmol) was added. The pH was adjusted to 5 with concentrated acetic acid. 2-(3,4-Dichlorophenyl)-1-[(4aRS,8SR,8aRS)-8-(pyrrolidin-1-yl)-perhydroquinoxalin-1-yl]-ethan-1-one (105 mg, 0.26 mmol), dissolved in MeOH (15 ml), was then added to the mixture and the mixture was stirred overnight. After addition of saturated Na2CO3 solution (15 ml), the mixture was stirred at room temperature for 15 minutes. The precipi...